Task: describe an organic reaction: reactants, conditions, products, and yield. Dataset: the Open Reaction Database (ORD), a public repository of structured organic reaction records Reactants: ClC=1C=CC(=C(C1)N1C(N(CC1)C)=O)C(=O)N1CCN(CC1)C1=NC=C(C=C1C)C1CC1 (1-{5-chloro-2-[4-(5-cyclopropyl-3-methylpyridin-2-yl)piperazine-1-carbonyl]phenyl}-3-methylimidazolidin-2-one), S1(NCCC1)(=O)=O (isothiazolidine 1,1-dioxide). Product: C1(CC1)C=1C=C(C(=NC1)N1CCN(CC1)C(=O)C1=C(C=C(C=C1)N1S(CCC1)(=O)=O)N1C(N(CC1)C)=O)C (1-[2-[4-(5-cyclopropyl-3-methylpyridin-2-yl)piperazine-1-carbonyl]-5-(1,1-dioxo-1λ6-isothiazolidin-2-yl)phenyl]-3-methylimidazolidin-2-one). Isolated yield 38.4%. As a reaction SMILES: Cl[C:2]1[CH:3]=[CH:4][C:5]([C:15]([N:17]2[CH2:22][CH2:21][N:20]([C:23]3[C:28]([CH3:29])=[CH:27][C:26]([CH:30]4[CH2:32][CH2:31]4)=[CH:25][N:24]=3)[CH2:19][CH2:18]2)=[O:16])=[C:6]([N:8]2[CH2:12][CH2:11][N:10]([CH3:13])[C:9]2=[O:14])[CH:7]=1.[S:33]1(=[O:39])(=[O:38])[CH2:37][CH2:36][CH2:35][NH:34]1>>[CH:30]1([C:26]2[CH:27]=[C:28]([CH3:29])[C:23]([N:20]3[CH2:21][CH2:22][N:17]([C:15]([C:5]4[CH:4]=[CH:3][C:2]([N:34]5[CH2:35][CH2:36][CH2:37][S:33]5(=[O:39])=[O:38])=[CH:7][C:6]=4[N:8]4[CH2:12][CH2:11][N:10]([CH3:13])[C:9]4=[O:14])=[O:16])[CH2:18][CH2:19]3)=[N:24][CH:25]=2)[CH2:32][CH2:31]1. Reported procedure: Using 1-{5-chloro-2-[4-(5-cyclopropyl-3-methylpyridin-2-yl)piperazine-1-carbonyl]phenyl}-3-methylimidazolidin-2-one (79 mg) described in Preparation Example 242 and isothiazolidine 1,1-dioxide (32 mg) and by the reaction and treatment in the same manner as in Example 666, the title compound (36 mg) was obtained.